From a dataset of the Open Reaction Database (ORD), a public repository of structured organic reaction records. describe an organic reaction: reactants, conditions, products, and yield The reactants are CC(C)O, [H][H], O=[N+]([O-])c1cnc2c(ccn2S(=O)(=O)c2ccccc2)c1NC1CCCC(O)C1. The product is Nc1cnc2c(ccn2S(=O)(=O)c2ccccc2)c1NC1CCCC(O)C1. RXN SMILES: [CH:32]([OH:33])([CH3:34])[CH3:35].[H:30][H:31].[c:1]1([S:7](=[O:8])(=[O:9])[n:10]2[cH:11][cH:12][c:13]3[c:14]2[n:15][cH:16][c:17]([N+:27]([O-:28])=[O:29])[c:18]3[NH:19][CH:20]2[CH2:21][CH:22]([OH:26])[CH2:23][CH2:24][CH2:25]2)[cH:2][cH:3][cH:4][cH:5][cH:6]1>>[c:1]1([S:7](=[O:8])(=[O:9])[n:10]2[cH:11][cH:12][c:13]3[c:14]2[n:15][cH:16][c:17]([NH2:27])[c:18]3[NH:19][CH:20]2[CH2:21][CH:22]([OH:26])[CH2:23][CH2:24][CH2:25]2)[cH:2][cH:3][cH:4][cH:5][cH:6]1. Reactants: [Br-], C1CCOC1, CC#N, CC(C)(C)[Si](C)(C)Oc1ccc(COC(=O)C(F)(F)F)cc1, [Li+]. Product: CC(C)(C)[Si](C)(C)Oc1ccc(CBr)cc1. Reaction SMILES: [Br-:24].[CH2:25]1[O:26][CH2:27][CH2:28][CH2:29]1.[CH3:30][C:31]#[N:32].[F:1][C:2]([F:3])([F:4])[C:5]([O:21][CH2:6][c:7]1[cH:8][cH:9][c:10]([O:13][Si:14]([CH3:15])([CH3:16])[C:17]([CH3:18])([CH3:19])[CH3:20])[cH:11][cH:12]1)=[O:22].[Li+:23]>>[CH2:6]([c:7]1[cH:8][cH:9][c:10]([O:13][Si:14]([CH3:15])([CH3:16])[C:17]([CH3:18])([CH3:19])[CH3:20])[cH:11][cH:12]1)[Br:24]. Starting materials: ClC1=NC(=NC(=C1CCCl)C1=CC(=CC=C1)OC)N1CCOCC1 (4-[4-chloro-5-(2-chloroethyl)-6-(3-methoxyphenyl)-pyrimidin-2-yl]-morpholine), COC1=NC=C(C=C1)N (2-methoxy-pyridin-5-ylamine). Product: COC=1C=C(C=CC1)C=1C2=C(N=C(N1)N1CCOCC1)N(CC2)C=2C=NC(=CC2)OC (4-(3-Methoxy-phenyl)-7-(6-methoxy-pyridin-3-yl)-2-morpholin-4-yl-6,7-dihydro-5H-pyrrolo[2,3-d]pyrimidine). Reaction SMILES: Cl[C:2]1[C:7]([CH2:8][CH2:9]Cl)=[C:6]([C:11]2[CH:16]=[CH:15][CH:14]=[C:13]([O:17][CH3:18])[CH:12]=2)[N:5]=[C:4]([N:19]2[CH2:24][CH2:23][O:22][CH2:21][CH2:20]2)[N:3]=1.[CH3:25][O:26][C:27]1[CH:32]=[CH:31][C:30]([NH2:33])=[CH:29][N:28]=1>>[CH3:18][O:17][C:13]1[CH:12]=[C:11]([C:6]2[C:7]3[CH2:8][CH2:9][N:33]([C:30]4[CH:29]=[N:28][C:27]([O:26][CH3:25])=[CH:32][CH:31]=4)[C:2]=3[N:3]=[C:4]([N:19]3[CH2:24][CH2:23][O:22][CH2:21][CH2:20]3)[N:5]=2)[CH:16]=[CH:15][CH:14]=1. Procedure details: In the same manner as Example 1-A-01, from 4-[4-chloro-5-(2-chloroethyl)-6-(3-methoxyphenyl)-pyrimidin-2-yl]-morpholine and 2-methoxy-pyridin-5-ylamine, the desired compound was obtained. The reactants are COC1=CC=C(C=C1)C1=CC2=C(C(N1)=O)C=CS2 (6-(4-Methoxyphenyl)-5H-thieno[3,2-c]pyridin-4-one), P(=O)(Cl)(Cl)Cl (phosphorus oxychloride). Run at temperature 120 celsius. The product is CC=1SC=CC1C(=O)O (2-Methyl-3-thiophenecarboxylic acid). Yield: 131.3%. Reaction SMILES: COC1C=CC(C2N[C:13](=[O:15])[C:12]3[CH:16]=[CH:17][S:18][C:11]=3[CH:10]=2)=CC=1.P(Cl)(Cl)(Cl)=[O:20]>>[CH3:10][C:11]1[S:18][CH:17]=[CH:16][C:12]=1[C:13]([OH:15])=[O:20]. Reported procedure: 6-(4-Methoxyphenyl)-5H-thieno[3,2-c]pyridin-4-one (9.1 g) was added to phosphorus oxychloride (90 g), and the mixture was heated at 120° C. for 3 hr. The reaction solution was evaporated, and to the resulting residue were added ethyl acetate and water. The organic layer was washed with water, an aqueous solution of saturated sodium bicarbonate and brine, and dried over magnesium sulfate. The solvent was evaporate, and the resulting residue was purified by silica gel column chromatography (ethyl ... Starting materials: CCCC(=O)c1cnc2c(C=O)cccc2c1Nc1ccc(O)cc1C, C[Mg+], [I-], C1CCOC1. The product is CCCC(=O)c1cnc2c(C(C)O)cccc2c1Nc1ccc(O)cc1C. As a reaction SMILES: [C:1]([CH2:2][CH2:3][CH3:4])(=[O:5])[c:6]1[cH:7][n:8][c:9]2[c:10]([CH:25]=[O:26])[cH:11][cH:12][cH:13][c:14]2[c:15]1[NH:16][c:17]1[c:18]([CH3:24])[cH:19][c:20]([OH:23])[cH:21][cH:22]1.[CH3:28][Mg+:29].[I-:27].[O:30]1[CH2:31][CH2:32][CH2:33][CH2:34]1>>[C:1]([CH2:2][CH2:3][CH3:4])(=[O:5])[c:6]1[cH:7][n:8][c:9]2[c:10]([CH:25]([OH:26])[CH3:28])[cH:11][cH:12][cH:13][c:14]2[c:15]1[NH:16][c:17]1[c:18]([CH3:24])[cH:19][c:20]([OH:23])[cH:21][cH:22]1. Starting materials: O=C1CCC(=O)N1Br, O=C(OOC(=O)c1ccccc1)c1ccccc1, ClC(Cl)(Cl)Cl, CCOC(=O)C=C(C)Oc1cccc(Cl)c1. Product: CCOC(=O)C=C(CBr)Oc1cccc(Cl)c1. Reaction SMILES: [Br:17][N:18]1[C:19](=[O:20])[CH2:21][CH2:22][C:23]1=[O:24].[C:25]([O:26][O:27][C:28](=[O:29])[c:30]1[cH:31][cH:32][cH:33][cH:34][cH:35]1)(=[O:36])[c:37]1[cH:38][cH:39][cH:40][cH:41][cH:42]1.[C:43]([Cl:44])([Cl:45])([Cl:46])[Cl:47].[CH2:1]([CH3:2])[O:3][C:4]([CH:5]=[C:6]([CH3:7])[O:8][c:9]1[cH:10][c:11]([Cl:15])[cH:12][cH:13][cH:14]1)=[O:16]>>[CH2:1]([CH3:2])[O:3][C:4]([CH:5]=[C:6]([CH2:7][Br:17])[O:8][c:9]1[cH:10][c:11]([Cl:15])[cH:12][cH:13][cH:14]1)=[O:16]. Starting materials: Cc1cc(C(=O)O)ccc1Br, O=C(Cl)C(=O)Cl, CCN(C(C)C)C(C)C, CCOC(C)=O, NCCc1ccc(Cl)cc1, ClCCl, CN(C)C=O. Product: Cc1cc(C(=O)NCCc2ccc(Cl)cc2)ccc1Br. Reaction SMILES: [Br:1][c:2]1[c:3]([CH3:11])[cH:4][c:5]([C:6](=[O:7])[OH:8])[cH:9][cH:10]1.[C:12]([Cl:13])(=[O:14])[C:15]([Cl:16])=[O:17].[CH2:18]([N:19]([CH:20]([CH3:21])[CH3:22])[CH:23]([CH3:24])[CH3:25])[CH3:26].[CH3:45][CH2:46][O:47][C:48]([CH3:49])=[O:50].[Cl:27][c:28]1[cH:29][cH:30][c:31]([CH2:34][CH2:35][NH2:36])[cH:32][cH:33]1.[Cl:37][CH2:38][Cl:39].[O:40]=[CH:41][N:42]([CH3:43])[CH3:44]>>[Br:1][c:2]1[c:3]([CH3:11])[cH:4][c:5]([C:6](=[O:8])[NH:36][CH2:35][CH2:34][c:31]2[cH:30][cH:29][c:28]([Cl:27])[cH:33][cH:32]2)[cH:9][cH:10]1. The reactants are O=C(CCCC(=O)O)N1CCOCC1 (5-oxo-5-morpholinopentanoic acid), COC1=CC=C(C(=O)NC=2C(=CC=CC2)N)C=C1 (N1-(4-methoxybenzoyl)-1,2-benzenediamine). Solvent: C(Cl)Cl (methylene chloride). The product is COC1=CC=C(C(=O)NC=2C(=CC=CC2)NC(CCCC(N2CCOCC2)=O)=O)C=C1 (N1-(4-methoxybenzoyl)-N2-(1,5-dioxo-5-morpholinopentyl)-1,2-benzenediamine). Yield: 85.0%. RXN SMILES: [O:1]=[C:2]([N:9]1[CH2:14][CH2:13][O:12][CH2:11][CH2:10]1)[CH2:3][CH2:4][CH2:5][C:6]([OH:8])=O.[CH3:15][O:16][C:17]1[CH:32]=[CH:31][C:20]([C:21]([NH:23][C:24]2[C:25]([NH2:30])=[CH:26][CH:27]=[CH:28][CH:29]=2)=[O:22])=[CH:19][CH:18]=1>C(Cl)Cl>[CH3:15][O:16][C:17]1[CH:18]=[CH:19][C:20]([C:21]([NH:23][C:24]2[C:25]([NH:30][C:6](=[O:8])[CH2:5][CH2:4][CH2:3][C:2](=[O:1])[N:9]3[CH2:14][CH2:13][O:12][CH2:11][CH2:10]3)=[CH:26][CH:27]=[CH:28][CH:29]=2)=[O:22])=[CH:31][CH:32]=1. Procedure: Using the procedure described in Example 161, 5-oxo-5-morpholinopentanoic acid (166 mg, 0.826 mmol) was reacted with N1-(4-methoxybenzoyl)-1,2-benzenediamine. The reaction mixture was diluted with additional methylene chloride and washed with 1 N aqueous sodium hydroxide. The organic phase was washed with 1 N aqueous hydrochloric acid, dried (sodium sulfate), filtered, and concentrated in vacuo to provide 300 mg (85%) of the title compound as an amorphous white solid. Starting materials: C=C(c1cc(CO[Si](C)(C)C(C)(C)C)ccc1-c1cc(OC)ccc1F)C(C)(C)C, CCOC(C)=O, [H][H]. Product: COc1ccc(F)c(-c2ccc(CO[Si](C)(C)C(C)(C)C)cc2C(C)C(C)(C)C)c1. RXN SMILES: [CH3:1][C:2]([CH3:3])([CH3:4])[Si:5]([CH3:6])([CH3:7])[O:8][CH2:9][c:10]1[cH:11][c:12]([C:25](=[CH2:26])[C:27]([CH3:28])([CH3:29])[CH3:30])[c:13](-[c:16]2[c:17]([F:24])[cH:18][cH:19][c:20]([O:22][CH3:23])[cH:21]2)[cH:14][cH:15]1.[CH3:33][CH2:34][O:35][C:36]([CH3:37])=[O:38].[H:31][H:32]>>[CH3:1][C:2]([CH3:3])([CH3:4])[Si:5]([CH3:6])([CH3:7])[O:8][CH2:9][c:10]1[cH:11][c:12]([CH:25]([CH3:26])[C:27]([CH3:28])([CH3:29])[CH3:30])[c:13](-[c:16]2[c:17]([F:24])[cH:18][cH:19][c:20]([O:22][CH3:23])[cH:21]2)[cH:14][cH:15]1. Reactants: COCOc1ccc(-c2cc(N)nn2-c2ccc(OC)cc2)cc1, CC(C)CCON=O, CC#N, [Cl-], Cl[Cu]Cl, [Li+]. The product is COCOc1ccc(-c2cc(Cl)nn2-c2ccc(OC)cc2)cc1. As a reaction SMILES: [CH3:1][O:2][CH2:3][O:4][c:5]1[cH:6][cH:7][c:8](-[c:11]2[cH:12][c:13]([NH2:24])[n:14][n:15]2-[c:16]2[cH:17][cH:18][c:19]([O:22][CH3:23])[cH:20][cH:21]2)[cH:9][cH:10]1.[CH3:27][CH:28]([CH2:29][CH2:30][O:31][N:32]=[O:33])[CH3:34].[CH3:35][C:36]#[N:37].[Cl-:26].[Cl:38][Cu:39][Cl:40].[Li+:25]>>[CH3:1][O:2][CH2:3][O:4][c:5]1[cH:6][cH:7][c:8](-[c:11]2[cH:12][c:13]([Cl:26])[n:14][n:15]2-[c:16]2[cH:17][cH:18][c:19]([O:22][CH3:23])[cH:20][cH:21]2)[cH:9][cH:10]1.